Dataset: the Open Reaction Database (ORD), a public repository of structured organic reaction records. Task: describe an organic reaction: reactants, conditions, products, and yield The reactants are C(=O)NC=1SC=C(N1)C(C(=O)NC1[C@@H]2N(C(=C(CS2)Cl)C(=O)OCC2=CC=C(C=C2)[N+](=O)[O-])C1=O)=NOCCCCCC (4-nitrobenzyl 7-[2-(2-formamidothiazol-4-yl)-2-n-hexyloxyiminoacetamido]-3-chloro-3-cephem-4-carboxylate), C(C)(=O)O (acetic acid), O (water), CO (methanol). Reagents/catalysts: [C].[Pd] (palladium carbon). Run in O1CCCC1 (tetrahydrofuran). Yields the product C(=O)NC=1SC=C(N1)C(C(=O)NC1[C@@H]2N(C(=C(CS2)Cl)C(=O)O)C1=O)=NOCCCCCC (7-[2-(2-formamidothiazol-4-yl)-2-n-hexyloxyiminoacetamido]-3-chloro-3-cephem-4-carboxylic acid). Yield: 56.3%. As a reaction SMILES: [CH:1]([NH:3][C:4]1[S:5][CH:6]=[C:7]([C:9](=[N:36][O:37][CH2:38][CH2:39][CH2:40][CH2:41][CH2:42][CH3:43])[C:10]([NH:12][CH:13]2[C:34](=[O:35])[N:15]3[C:16]([C:21]([O:23]CC4C=CC([N+]([O-])=O)=CC=4)=[O:22])=[C:17]([Cl:20])[CH2:18][S:19][C@H:14]23)=[O:11])[N:8]=1)=[O:2].C(O)(=O)C.O.CO>[C].[Pd].O1CCCC1>[CH:1]([NH:3][C:4]1[S:5][CH:6]=[C:7]([C:9](=[N:36][O:37][CH2:38][CH2:39][CH2:40][CH2:41][CH2:42][CH3:43])[C:10]([NH:12][CH:13]2[C:34](=[O:35])[N:15]3[C:16]([C:21]([OH:23])=[O:22])=[C:17]([Cl:20])[CH2:18][S:19][C@H:14]23)=[O:11])[N:8]=1)=[O:2] |f:4.5|. Procedure details: A mixture of 4-nitrobenzyl 7-[2-(2-formamidothiazol-4-yl)-2-n-hexyloxyiminoacetamido]-3-chloro-3-cephem-4-carboxylate (syn isomer, 5.6 g.), acetic acid (0.4 ml.), 10% palladium carbon (2.24 g.), water (4 ml.), methanol (23 ml.) and tetrahydrofuran (56 ml.) was treated in a similar manner to that of Example 21-(2) to give 7-[2-(2-formamidothiazol-4-yl)-2-n-hexyloxyiminoacetamido]-3-chloro-3-cephem-4-carboxylic acid (syn isomer, 2.5 g.). The reactants are ClC1=C(C(SC2=C(C=CC=C12)OC)C1=CC=CC=C1)C=O (4-chloro-3-formyl-8-methoxy-thioflav-3-ene), CC(C)=CC (2-methyl-2-butene), C(C)(C)(C)O (tert-butanol). The product is C(=O)(O)C=1C(SC2=C(C=CC=C2C1Cl)OC)C1=CC=CC=C1 (3-carboxy-4-chloro-8-methoxy-thioflav-3-ene). As a reaction SMILES: [Cl:1][C:2]1[C:11]2[C:6](=[C:7]([O:12][CH3:13])[CH:8]=[CH:9][CH:10]=2)[S:5][CH:4]([C:14]2[CH:19]=[CH:18][CH:17]=[CH:16][CH:15]=2)[C:3]=1[CH:20]=[O:21].CC(=CC)C.C([OH:31])(C)(C)C>>[C:20]([C:3]1[CH:4]([C:14]2[CH:15]=[CH:16][CH:17]=[CH:18][CH:19]=2)[S:5][C:6]2[C:11]([C:2]=1[Cl:1])=[CH:10][CH:9]=[CH:8][C:7]=2[O:12][CH3:13])([OH:31])=[O:21]. Reported procedure: As in example 13 but starting from 3.16 g of 4-chloro-3-formyl-8-methoxy-thioflav-3-ene, 250 ml tert-butanol and 60 ml 2-methyl-2-butene. After work up the crude oil is crystallised in a mixture of n-hexane and ethyl acetate. Pure 3-carboxy-4-chloro-8-methoxy-thioflav-3-ene is obtained as yellow crystals; m.p. 207°-210° C.-TLC (SiO2, CH2Cl2 /Acetone/HCOOH 18/1/1): Rf =0.45. Yields the product COc1cc(C(=O)NC2CCN(C)CC2)ccc1Nc1ncc2c(n1)N(C1CCCC1)CC(F)(F)C(=O)N2C. The reactants are CN1CCC(N)CC1, CCN=C=NCCCN(C)C, CCOC(C)=O, COc1cc(C(=O)O)ccc1Nc1ncc2c(n1)N(C1CCCC1)CC(F)(F)C(=O)N2C, CCN(C(C)C)C(C)C, O, On1nnc2ccccc21. Reaction SMILES: [CH3:33][N:34]1[CH2:35][CH2:36][CH:37]([NH2:40])[CH2:38][CH2:39]1.[CH3:60][CH2:61][N:62]=[C:63]=[N:64][CH2:65][CH2:66][CH2:67][N:68]([CH3:69])[CH3:70].[CH3:71][CH2:72][O:73][C:74](=[O:75])[CH3:76].[CH:1]1([N:6]2[c:7]3[c:8]([cH:17][n:18][c:19]([NH:21][c:22]4[c:23]([O:31][CH3:32])[cH:24][c:25]([C:26](=[O:27])[OH:28])[cH:29][cH:30]4)[n:20]3)[N:9]([CH3:16])[C:10](=[O:15])[C:11]([F:13])([F:14])[CH2:12]2)[CH2:2][CH2:3][CH2:4][CH2:5]1.[CH:51]([N:52]([CH:53]([CH3:54])[CH3:55])[CH2:56][CH3:57])([CH3:58])[CH3:59].[OH2:77].[OH:41][n:42]1[c:43]2[c:44]([cH:45][cH:46][cH:47][cH:48]2)[n:49][n:50]1>>[CH:1]1([N:6]2[c:7]3[c:8]([cH:17][n:18][c:19]([NH:21][c:22]4[c:23]([O:31][CH3:32])[cH:24][c:25]([C:26](=[O:27])[NH:40][CH:37]5[CH2:36][CH2:35][N:34]([CH3:33])[CH2:39][CH2:38]5)[cH:29][cH:30]4)[n:20]3)[N:9]([CH3:16])[C:10](=[O:15])[C:11]([F:13])([F:14])[CH2:12]2)[CH2:2][CH2:3][CH2:4][CH2:5]1.